The task is: describe an organic reaction: reactants, conditions, products, and yield. This data is from the Open Reaction Database (ORD), a public repository of structured organic reaction records. The reactants are CCCCC[C@@H](/C=C/[C@H]1[C@@H](C[C@@H]([C@@H]1C/C=C\CCCC(=O)O)O)O)O (PGF2 α), C(C(C)C)OC(=O)Cl (isobutylchloroformate). The solvent is C(C)N(CC)CC (triethylamine). Yields the product OC1=CC=C(C=C1)C(C1=CC=CC=C1)=O (p-hydroxybenzophenone), crude residue. Reaction SMILES: CCC[CH2:4][CH2:5][C@H:6]([OH:25])/[CH:7]=[CH:8]/[C@@H:9]1[C@@H:13]([CH2:14]/[CH:15]=[CH:16]\CCCC(O)=O)[C@@H:12](O)[CH2:11][C@H:10]1[OH:24].C(OC(Cl)=O)C(C)C>C(N(CC)CC)C>[OH:25][C:6]1[CH:5]=[CH:4][C:9]([C:10](=[O:24])[C:11]2[CH:12]=[CH:13][CH:14]=[CH:15][CH:16]=2)=[CH:8][CH:7]=1. Procedure: Following the procedure of Example 1 but using 0.738 g. of PGF2 α , 0.291 ml. of triethylamine, 0.275 ml. of isobutylchloroformate, and 0.594 g. of p-hydroxybenzophenone, there is obtained a crude residue. This residue is subjected to silica gel chromatography, eluting with ethyl acetate-water (99:1). The residue obtained by concentration of selected fractions, 0.492 g., is crystallized from ethyl acetate diluted with three volumes of hexane as the title compound, white free-flowing crystals, m.... Starting materials: C(C)OC(CC=1N=C(SC1)N)=O ((2-amino-thiazol-4-yl)-acetic acid ethyl ester), ClC=1C=CC(=C(C1)S(=O)(=O)N1C2=C(CCCC1)C=CC(=C2)C(=O)O)OC (1-(5-chloro-2-methoxy-benzenesulfonyl)-2,3,4,5-tetrahydro-1H-benzo[b]azepine-8-carboxylic acid). Yields the product C(C)OC(CC=1N=C(SC1)NC(=O)C=1C=CC2=C(N(CCCC2)S(=O)(=O)C2=C(C=CC(=C2)Cl)OC)C1)=O ((2-{[1-(5-chloro-2-methoxy-benzenesulfonyl)-2,3,4,5-tetrahydro-1H-benzo[b]azepine-8-carbonyl]-amino}-thiazol-4-yl)-acetic acid ethyl ester). Reaction SMILES: [CH2:1]([O:3][C:4](=[O:12])[CH2:5][C:6]1[N:7]=[C:8]([NH2:11])[S:9][CH:10]=1)[CH3:2].[Cl:13][C:14]1[CH:15]=[CH:16][C:17]([O:37][CH3:38])=[C:18]([S:20]([N:23]2[CH2:29][CH2:28][CH2:27][CH2:26][C:25]3[CH:30]=[CH:31][C:32]([C:34](O)=[O:35])=[CH:33][C:24]2=3)(=[O:22])=[O:21])[CH:19]=1>>[CH2:1]([O:3][C:4](=[O:12])[CH2:5][C:6]1[N:7]=[C:8]([NH:11][C:34]([C:32]2[CH:31]=[CH:30][C:25]3[CH2:26][CH2:27][CH2:28][CH2:29][N:23]([S:20]([C:18]4[CH:19]=[C:14]([Cl:13])[CH:15]=[CH:16][C:17]=4[O:37][CH3:38])(=[O:21])=[O:22])[C:24]=3[CH:33]=2)=[O:35])[S:9][CH:10]=1)[CH3:2]. Procedure: 1-(5-Chloro-2-methoxy-benzenesulfonyl)-2,3,4,5-tetrahydro-1H-benzo[b]azepine-8-carboxylic acid was converted to the title compound in analogy to example 8, steps 3 and 4. Step 3 was performed using (2-amino-thiazol-4-yl)-acetic acid ethyl ester and 1-(5-chloro-2-methoxy-benzenesulfonyl)-2,3,4,5-tetrahydro-1H-benzo[b]azepine-8-carboxylic acid and yielded (2-{[1-(5-chloro-2-methoxy-benzenesulfonyl)-2,3,4,5-tetrahydro-1H-benzo[b]azepine-8-carbonyl]-amino}-thiazol-4-yl)-acetic acid ethyl ester, whic... Reactants: ClC=1C=CC=2N(N1)C(=CN2)C(C)C=2C=C1C=NN(C1=CC2F)C (6-Chloro-3-(1-(6-fluoro-1-methyl-1H-indazol-5-yl)ethyl)imidazo[1,2-b]pyridazine), ClC=1C=CC=2N(N1)C(=CN2)C(O)C=2C=C1C=NN(C1=CC2F)C ((6-chloroimidazo[1,2-b]pyridazin-3-yl)(6-fluoro-1-methyl-1H-indazol-5-yl)methanol). The product is ClC=1C=CC=2N(N1)C(=CN2)CC=2C=C1C=NN(C1=CC2F)C (6-Chloro-3-((6-fluoro-1-methyl-1H-indazol-5-yl)methyl)imidazo[1,2-b]pyridazine). Reaction SMILES: [Cl:1][C:2]1[CH:3]=[CH:4][C:5]2[N:6]([C:8]([CH:11]([C:13]3[CH:14]=[C:15]4[C:19](=[CH:20][C:21]=3[F:22])[N:18]([CH3:23])[N:17]=[CH:16]4)C)=[CH:9][N:10]=2)[N:7]=1.ClC1C=CC2N(C(C(C3C=C4C(=CC=3F)N(C)N=C4)O)=CN=2)N=1>>[Cl:1][C:2]1[CH:3]=[CH:4][C:5]2[N:6]([C:8]([CH2:11][C:13]3[CH:14]=[C:15]4[C:19](=[CH:20][C:21]=3[F:22])[N:18]([CH3:23])[N:17]=[CH:16]4)=[CH:9][N:10]=2)[N:7]=1. Reported procedure: The title compound was prepared as a yellow solid in analogy to the synthesis of compound 68.2 from (6-chloroimidazo[1,2-b]pyridazin-3-yl)(6-fluoro-1-methyl-1H-indazol-5-yl)methanol. LCMS (method B): [MH]+=316, tR=2.56 min. Product: CC(C)(C)OC(=O)c1ccc(N2CCC(N3CCOCC3)C2)cc1. Starting materials: CCCC[Sn](Cl)(Cl)CCCC, C1COCCN1, COCCOC, CO, CC(C)(C)OC(=O)c1ccc(N2CCC(=O)C2)cc1, O, [SiH3]c1ccccc1. As a reaction SMILES: [CH2:20]([Sn:21]([Cl:22])([Cl:23])[CH2:24][CH2:25][CH2:26][CH3:27])[CH2:28][CH2:29][CH3:30].[CH2:31]1[CH2:32][O:33][CH2:34][CH2:35][NH:36]1.[CH3:44][O:45][CH2:46][CH2:47][O:48][CH3:49].[CH3:50][OH:51].[O:1]=[C:2]1[CH2:3][N:4]([c:7]2[cH:8][cH:9][c:10]([C:11](=[O:12])[O:13][C:14]([CH3:15])([CH3:16])[CH3:17])[cH:18][cH:19]2)[CH2:5][CH2:6]1.[OH2:52].[c:37]1([SiH3:38])[cH:39][cH:40][cH:41][cH:42][cH:43]1>>[CH:2]1([N:36]2[CH2:31][CH2:32][O:33][CH2:34][CH2:35]2)[CH2:3][N:4]([c:7]2[cH:8][cH:9][c:10]([C:11](=[O:12])[O:13][C:14]([CH3:15])([CH3:16])[CH3:17])[cH:18][cH:19]2)[CH2:5][CH2:6]1. Starting materials: B, O=C(CBr)c1csc(C(F)(F)F)n1, CSC, C1CCOC1, c1ccc(B2OC(c3ccccc3)(c3ccccc3)C3CCCN23)cc1. Product: OC(CBr)c1csc(C(F)(F)F)n1. As a reaction SMILES: [BH3:4].[Br:5][CH2:6][C:7](=[O:8])[c:9]1[n:10][c:11]([C:14]([F:15])([F:16])[F:17])[s:12][cH:13]1.[CH3:1][S:2][CH3:3].[O:44]1[CH2:45][CH2:46][CH2:47][CH2:48]1.[c:18]1([B:19]2[N:20]3[CH2:21][CH2:22][CH2:23][CH:24]3[C:25]([c:26]3[cH:27][cH:28][cH:29][cH:30][cH:31]3)([c:32]3[cH:33][cH:34][cH:35][cH:36][cH:37]3)[O:38]2)[cH:39][cH:40][cH:41][cH:42][cH:43]1>>[Br:5][CH2:6][CH:7]([OH:8])[c:9]1[n:10][c:11]([C:14]([F:15])([F:16])[F:17])[s:12][cH:13]1. Reactants: CCCN(C(=O)Nc1ccc(I)cc1)N(C(=O)OC(C)(C)C)c1cccc(C#N)c1, CC(C)(C)NS(=O)(=O)c1ccccc1B(O)O, COCCOC, [Na+], [Na+], O=C([O-])[O-]. Product: CCCN(C(=O)Nc1ccc(-c2ccccc2S(=O)(=O)NC(C)(C)C)cc1)N(C(=O)OC(C)(C)C)c1cccc(C#N)c1. As a reaction SMILES: [C:1](#[N:2])[c:3]1[cH:4][c:5]([N:9]([C:10](=[O:11])[O:12][C:13]([CH3:14])([CH3:15])[CH3:16])[N:17]([CH2:18][CH2:19][CH3:20])[C:21](=[O:22])[NH:23][c:24]2[cH:25][cH:26][c:27]([I:30])[cH:28][cH:29]2)[cH:6][cH:7][cH:8]1.[C:31]([CH3:32])([CH3:33])([CH3:34])[NH:35][S:36](=[O:37])(=[O:38])[c:39]1[c:40]([B:45]([OH:46])[OH:47])[cH:41][cH:42][cH:43][cH:44]1.[CH3:54][O:55][CH2:56][CH2:57][O:58][CH3:59].[Na+:48].[Na+:49].[O-:50][C:51](=[O:52])[O-:53]>>[C:1](#[N:2])[c:3]1[cH:4][c:5]([N:9]([C:10](=[O:11])[O:12][C:13]([CH3:14])([CH3:15])[CH3:16])[N:17]([CH2:18][CH2:19][CH3:20])[C:21](=[O:22])[NH:23][c:24]2[cH:25][cH:26][c:27](-[c:40]3[c:39]([S:36]([NH:35][C:31]([CH3:32])([CH3:33])[CH3:34])(=[O:37])=[O:38])[cH:44][cH:43][cH:42][cH:41]3)[cH:28][cH:29]2)[cH:6][cH:7][cH:8]1.